From a dataset of the Open Reaction Database (ORD), a public repository of structured organic reaction records. describe an organic reaction: reactants, conditions, products, and yield Starting materials: Fc1cc(Br)ccc1CBr, N#C[Na], CN(C)C=O. Product: N#CCc1ccc(Br)cc1F. RXN SMILES: [Br:1][c:2]1[cH:3][c:4]([F:10])[c:5]([CH2:6][Br:7])[cH:8][cH:9]1.[Na:11][C:12]#[N:13].[O:14]=[CH:15][N:16]([CH3:17])[CH3:18]>>[Br:1][c:2]1[cH:3][c:4]([F:10])[c:5]([CH2:6][C:12]#[N:13])[cH:8][cH:9]1. Reactants: C(C1=CC=CC=C1)N1C(C(CC1)C(CF)NCC1=CC=CC=C1)=O (1-Benzyl-3-(1-benzylamino-2-fluoroethyl)pyrrolidin-2-one), [H-].[Al+3].[Li+].[H-].[H-].[H-] (lithium aluminum hydride). Run in O1CCCC1 (tetrahydrofuran). Conditions: time 1 hour. Product: C(C1=CC=CC=C1)NC(CF)C1CN(CC1)CC1=CC=CC=C1 (Benzyl[1-(1-benzylpyrrolidin-3-yl)-2-fluoroethyl]amine). The yield is 36.4%. Reaction SMILES: [CH2:1]([N:8]1[CH2:12][CH2:11][CH:10]([CH:13]([NH:16][CH2:17][C:18]2[CH:23]=[CH:22][CH:21]=[CH:20][CH:19]=2)[CH2:14][F:15])[C:9]1=O)[C:2]1[CH:7]=[CH:6][CH:5]=[CH:4][CH:3]=1.[H-].[Al+3].[Li+].[H-].[H-].[H-]>O1CCCC1>[CH2:17]([NH:16][CH:13]([CH:10]1[CH2:11][CH2:12][N:8]([CH2:1][C:2]2[CH:7]=[CH:6][CH:5]=[CH:4][CH:3]=2)[CH2:9]1)[CH2:14][F:15])[C:18]1[CH:19]=[CH:20][CH:21]=[CH:22][CH:23]=1 |f:1.2.3.4.5.6|. Procedure: To a solution of 1-benzyl-3-(1-benzylamino-2-fluoroethyl)pyrrolidin-2-one (7.2 g, 22 mmol, Example 16) in tetrahydrofuran (100 mL) at 0° C. was added lithium aluminum hydride (1M in tetrahydrofuran, 22 mL) dropwise. After 1 hour, the mixture was warmed to room temperature and then quenched after 30 minutes with 0.84 mL water, 0.84 mL 15% sodium hydroxide solution and 2.5 mL water. The reaction mixture was then filtered and concentrated. The crude residue was purified by chromatography (97:3 to 9... Starting materials: O=C([O-])[O-], CN(C)C=O, COc1nc2cc(Cl)c(Cl)c(C(C)Cl)c2nc1OC, [K+], [K+], c1c[nH]cn1. Product: COc1nc2cc(Cl)c(Cl)c(C(C)n3ccnc3)c2nc1OC. Reaction SMILES: [C:25](=[O:26])([O-:27])[O-:28].[CH3:31][N:32]([CH3:33])[CH:34]=[O:35].[Cl:1][CH:2]([CH3:3])[c:4]1[c:5]2[n:6][c:7]([O:18][CH3:19])[c:8]([O:16][CH3:17])[n:9][c:10]2[cH:11][c:12]([Cl:15])[c:13]1[Cl:14].[K+:29].[K+:30].[nH:20]1[cH:21][n:22][cH:23][cH:24]1>>[CH:2]([CH3:3])([c:4]1[c:5]2[n:6][c:7]([O:18][CH3:19])[c:8]([O:16][CH3:17])[n:9][c:10]2[cH:11][c:12]([Cl:15])[c:13]1[Cl:14])[n:20]1[cH:21][n:22][cH:23][cH:24]1. Reactants: Cl.Cl.Cl.O1COC2=C1C=CC=C2N2CCN(CC2)CC[C@@H]2CC[C@H](CC2)N (Trans-4-[2-(4-Benzo[1,3]dioxol-4-yl-piperazin-1-yl)-ethyl]-cyclohexylamine trihydrochloride), Cl.Cl.Cl.O1COC2=C1C=CC=C2N2CCN(CC2)CC[C@@H]2CC[C@H](CC2)N (Trans-4-[2-(4-Benzo[1,3]dioxol-4-yl-piperazin-1-yl)-ethyl]-cyclohexylamine trihydrochloride), C(C)(C)N(C(C)C)CC (N,N-diisopropylethylamine), ClC(Cl)(OC(OC(Cl)(Cl)Cl)=O)Cl (triphosgene), N1CCC2=CC=CC=C12 (Indoline). Solvent: C(Cl)Cl (DCM). Product: O1COC2=C1C=CC=C2N2CCN(CC2)CC[C@@H]2CC[C@H](CC2)NC(=O)N2CCC1=CC=CC=C21 (2,3-Dihydro-indole-1-carboxylic acid-trans-N-{4-[2-(4-benzo[1,3]dioxol-4-yl-piperazin-1-yl)-ethyl]-cyclohexyl}-amide). Yield: 68.1%. Reaction SMILES: Cl.Cl.Cl.[O:4]1[C:8]2[CH:9]=[CH:10][CH:11]=[C:12]([N:13]3[CH2:18][CH2:17][N:16]([CH2:19][CH2:20][C@H:21]4[CH2:26][CH2:25][C@H:24]([NH2:27])[CH2:23][CH2:22]4)[CH2:15][CH2:14]3)[C:7]=2[O:6][CH2:5]1.C(N(CC)C(C)C)(C)C.ClC(Cl)(O[C:41](=[O:47])OC(Cl)(Cl)Cl)Cl.[NH:49]1[C:57]2[C:52](=[CH:53][CH:54]=[CH:55][CH:56]=2)[CH2:51][CH2:50]1>C(Cl)Cl>[O:4]1[C:8]2[CH:9]=[CH:10][CH:11]=[C:12]([N:13]3[CH2:18][CH2:17][N:16]([CH2:19][CH2:20][C@H:21]4[CH2:26][CH2:25][C@H:24]([NH:27][C:41]([N:49]5[C:57]6[C:52](=[CH:53][CH:54]=[CH:55][CH:56]=6)[CH2:51][CH2:50]5)=[O:47])[CH2:23][CH2:22]4)[CH2:15][CH2:14]3)[C:7]=2[O:6][CH2:5]1 |f:0.1.2.3|. Procedure details: To a stirred mixture of N-trans-4-[2-(4-Benzo[1,3]dioxol-4-yl-piperazin-1-yl)-ethyl]-cyclohexylamine hydrochloride (Intermediate A) (31.1 mg, 85 μmol) in DCM (1 ml) at room temperature N,N-diisopropylethylamine (110 mg, 148 μl, 850 μmol, Eq: 10) and triphosgene (27.7 mg, 93.5 μmol, Eq: 1.1) was added carefully and the solution stirred for minutes at room temperature. Indoline (12.2 mg, 102 μmol, Eq: 1.2) was added and stirred for 30 minutes at room temperature. The reaction mixture was quenched ... The reactants are CC(C)(C)NS(=O)(=O)c1cccc(-c2cn(-c3cc(-c4ccc(C(F)(F)F)cc4)cc(C(F)(F)F)n3)cn2)c1, ClCCl, O=C(O)C(F)(F)F. The product is NS(=O)(=O)c1cccc(-c2cn(-c3cc(-c4ccc(C(F)(F)F)cc4)cc(C(F)(F)F)n3)cn2)c1. RXN SMILES: [C:1]([CH3:2])([CH3:3])([CH3:4])[NH:5][S:6](=[O:7])(=[O:8])[c:9]1[cH:10][c:11](-[c:15]2[n:16][cH:17][n:18](-[c:20]3[n:21][c:22]([C:36]([F:37])([F:38])[F:39])[cH:23][c:24](-[c:26]4[cH:27][cH:28][c:29]([C:32]([F:33])([F:34])[F:35])[cH:30][cH:31]4)[cH:25]3)[cH:19]2)[cH:12][cH:13][cH:14]1.[Cl:47][CH2:48][Cl:49].[F:40][C:41]([F:42])([F:43])[C:44]([OH:45])=[O:46]>>[NH2:5][S:6](=[O:7])(=[O:8])[c:9]1[cH:10][c:11](-[c:15]2[n:16][cH:17][n:18](-[c:20]3[n:21][c:22]([C:36]([F:37])([F:38])[F:39])[cH:23][c:24](-[c:26]4[cH:27][cH:28][c:29]([C:32]([F:33])([F:34])[F:35])[cH:30][cH:31]4)[cH:25]3)[cH:19]2)[cH:12][cH:13][cH:14]1. Starting materials: CCO, O=Cc1ccccc1C(F)(F)F, NNC(=O)c1ccc2ccccc2c1. The product is O=C(NN=Cc1ccccc1C(F)(F)F)c1ccc2ccccc2c1. As a reaction SMILES: [CH3:27][CH2:28][OH:29].[F:1][C:2]([c:3]1[c:4]([CH:5]=[O:6])[cH:7][cH:8][cH:9][cH:10]1)([F:11])[F:12].[cH:13]1[c:14]([C:23](=[O:24])[NH:25][NH2:26])[cH:15][cH:16][c:17]2[cH:18][cH:19][cH:20][cH:21][c:22]12>>[F:1][C:2]([c:3]1[c:4]([CH:5]=[N:26][NH:25][C:23]([c:14]2[cH:13][c:22]3[c:17]([cH:16][cH:15]2)[cH:18][cH:19][cH:20][cH:21]3)=[O:24])[cH:7][cH:8][cH:9][cH:10]1)([F:11])[F:12]. The reactants are N1CCC(CC1)=O (4-piperidone), ClCCCCCCOCC (1-chloro-6-ethoxyhexane). Yields the product C(C)OCCCCCCN1CCC(CC1)=O (1-(6-Ethoxyhexyl)4-piperidone). RXN SMILES: [NH:1]1[CH2:6][CH2:5][C:4](=[O:7])[CH2:3][CH2:2]1.Cl[CH2:9][CH2:10][CH2:11][CH2:12][CH2:13][CH2:14][O:15][CH2:16][CH3:17]>>[CH2:16]([O:15][CH2:14][CH2:13][CH2:12][CH2:11][CH2:10][CH2:9][N:1]1[CH2:6][CH2:5][C:4](=[O:7])[CH2:3][CH2:2]1)[CH3:17]. Procedure details: 1-(6-Ethoxyhexyl)4-piperidone is prepared from 4-piperidone and 1-chloro-6-ethoxyhexane essentially as described above in Example 38, Scheme C, step a.